This data is from the Open Reaction Database (ORD), a public repository of structured organic reaction records. The task is: describe an organic reaction: reactants, conditions, products, and yield Reactants: ice water, C(CCCC)C1CCC(CC1)CO (4-Pentylcyclohexylcarbinol), [H-].[Na+] (sodium hydride), BrC=1SC(=NN1)C1=CC=CC=C1 (2-bromo-5-phenyl-1,3,4-thiadiazole), alkoxide. Run in CN(C=O)C (dimethylformamide). Conditions: temperature 50 celsius, time 6 hour. Product: BrC=1SC(=NN1)OCC1CCC(CC1)CCCCC (2-bromo-5-(4-pentylcyclohexylmethoxy)-1,3,4-thiadiazole). Yield: 42.4%. As a reaction SMILES: [CH2:1]([CH:6]1[CH2:11][CH2:10][CH:9]([CH2:12][OH:13])[CH2:8][CH2:7]1)[CH2:2][CH2:3][CH2:4][CH3:5].[H-].[Na+].[Br:16][C:17]1[S:18][C:19](C2C=CC=CC=2)=[N:20][N:21]=1>CN(C)C=O>[Br:16][C:17]1[S:18][C:19]([O:13][CH2:12][CH:9]2[CH2:8][CH2:7][CH:6]([CH2:1][CH2:2][CH2:3][CH2:4][CH3:5])[CH2:11][CH2:10]2)=[N:20][N:21]=1 |f:1.2|. Reported procedure: 4-Pentylcyclohexylcarbinol (1.5 g, 8.15 mmol) are dissolved in dimethylformamide (40 ml), and sodium hydride (0.3 g, 12.23 mmol) is added at room temperature over a period of about 15 minutes. When the gas evolution is complete, 2-bromo-5-phenyl-1,3,4-thiadiazole (2.95 g, 12.23 mmol) is added to the resultant alkoxide, and the mixture is subsequently stirred at 50° C. for 6 hours, poured onto an ice/water mixture, filtered with suction and extracted. Separation by column chromatography (SiO2, CH... Reactants: C(=O)C1=C(C=CC(=C1)OC(F)(F)F)NC(OC(C)(C)C)=O (tert-butyl 2-formyl-4-(trifluoromethoxy)phenylcarbamate), [BH4-].[Na+] (sodium borohydride). The solvent is CO (methanol). Run at temperature 0 celsius, time 1 hour. The product is OCC1=C(C=CC(=C1)OC(F)(F)F)NC(OC(C)(C)C)=O (tert-butyl 2-(hydroxymethyl)-4-(trifluoromethoxy)phenylcarbamate). Reaction SMILES: [CH:1]([C:3]1[CH:8]=[C:7]([O:9][C:10]([F:13])([F:12])[F:11])[CH:6]=[CH:5][C:4]=1[NH:14][C:15](=[O:21])[O:16][C:17]([CH3:20])([CH3:19])[CH3:18])=[O:2].[BH4-].[Na+]>CO>[OH:2][CH2:1][C:3]1[CH:8]=[C:7]([O:9][C:10]([F:13])([F:12])[F:11])[CH:6]=[CH:5][C:4]=1[NH:14][C:15](=[O:21])[O:16][C:17]([CH3:19])([CH3:18])[CH3:20] |f:1.2|. Procedure details: A magnetically stirred solution of tert-butyl 2-formyl-4-(trifluoromethoxy)phenylcarbamate (18.36 g, 60.14 mmol) in methanol (200 mL) was treated with sodium borohydride (2.3 g, 60.14 mmol), the mixture was quickly cooled in a dry ice/acetone bath, then allowed to warm to 0° C., and stirred for 1 h. The reaction was quenched with water (50 mL), the methanol was stripped, and the aqueous was extracted with diethyl ether (300 mL). The organic phase was washed successively with saturated ammonium c... Starting materials: NC1=CC=2N=CN=C(C2C=N1)SC (7-amino-4-methylthiopyrido[4,3-d]pyrimidine), NC1=C(CN)C=CC=C1 (2-aminobenzylamine). The solvent is C(C)(C)O (isopropanol). Product: NC1=CC=2N=CN=C(C2C=N1)NCC1=C(C=CC=C1)N (7-amino-4-(2-aminobenzylamino)pyrido[4,3-d]pyrimidine). Yield: 47.1%. As a reaction SMILES: [NH2:1][C:2]1[N:11]=[CH:10][C:9]2[C:8](SC)=[N:7][CH:6]=[N:5][C:4]=2[CH:3]=1.[NH2:14][C:15]1[CH:22]=[CH:21][CH:20]=[CH:19][C:16]=1[CH2:17][NH2:18]>C(O)(C)C>[NH2:1][C:2]1[N:11]=[CH:10][C:9]2[C:8]([NH:18][CH2:17][C:16]3[CH:19]=[CH:20][CH:21]=[CH:22][C:15]=3[NH2:14])=[N:7][CH:6]=[N:5][C:4]=2[CH:3]=1. Procedure: A mixture of 7-amino-4-methylthiopyrido[4,3-d]pyrimidine (136 mg, 0.71 mmol) (described in a previous experimental) and 2-aminobenzylamine (1.70 g, 13.8 mmol) in isopropanol (5 mL) is stirred at reflux for 1 h, and the resulting product is chromatographed on silica gel (7-20% EtOH/EtOAc) and alumina (6-10i EtOH/CHCl3) to give 7-amino-4-(2-aminobenzylamino)pyrido[4,3-d]pyrimidine (89 mg, 47%) as a white solid. 1H NMR (DMSO) δ 9.08 (1H, s), 8.68 (1H, t, J=5.8 Hz), 8.26 (1H, s), 7.05 (1H, d, J=7.4 ... Starting materials: [N+](=O)([O-])C=1C=C(NC2=C(C(=O)NCCC)C=CC=C2)C=CC1 (2-(m-nitroanilino)-N-propylbenzamide), O1CCCC1 (tetrahydrofuran), [H-].[Na+] (sodium hydride), C(=O)(N1C=NC=C1)N1C=NC=C1 (1,1' -carbonyldiimidazole). Run in O (water). Conditions: time 1 hour. The product is [N+](=O)([O-])C=1C=C(C=CC1)N1C(N(C(C2=CC=CC=C12)=O)CCC)=O (1-(m-nitrophenyl)-3 -propylquinazoline-2,4(1H, 3H)-dione). Reaction SMILES: [N+:1]([C:4]1[CH:5]=[C:6]([CH:20]=[CH:21][CH:22]=1)[NH:7][C:8]1[CH:19]=[CH:18][CH:17]=[CH:16][C:9]=1[C:10]([NH:12][CH2:13][CH2:14][CH3:15])=[O:11])([O-:3])=[O:2].[O:23]1CCC[CH2:24]1.[H-].[Na+].C(N1C=CN=C1)(N1C=CN=C1)=O>O>[N+:1]([C:4]1[CH:5]=[C:6]([N:7]2[C:8]3[C:9](=[CH:16][CH:17]=[CH:18][CH:19]=3)[C:10](=[O:11])[N:12]([CH2:13][CH2:14][CH3:15])[C:24]2=[O:23])[CH:20]=[CH:21][CH:22]=1)([O-:3])=[O:2] |f:2.3|. Procedure: To a solution of 3.0 g of 2-(m-nitroanilino)-N-propylbenzamide and 50 ml of tetrahydrofuran were added 1.1 g of 50 % sodium hydride and 4.9 g of 1,1' -carbonyldiimidazole. The mixture was stirred for one hour at room temperature and then refluxed for 5 hours. After the reaction was finished, the solvent was distilled off from the resulting mixture under reduced pressure, and to the residue obtained was added water to yield a precipitate. This product was recrystallized from methanol to yield 2.6... The reactants are C(=O)(O)C12CCC(CC1)(CC2)NCC(=O)N2[C@@H](C[C@@H](C2)F)C#N ((2S,4S)-1-[[N-(4-carboxybicyclo[2.2.2]oct-1-yl)amino]acetyl]-4-fluoropyrrolidine-2-carbonitrile), COC1=CC=C(C=C1)NC1=CC=CC=C1 (4-methoxyphenylaniline). Product: F[C@H]1C[C@H](N(C1)C(CNC12CCC(CC1)(CC2)C(=O)NC2=CC=C(C=C2)OC)=O)C#N ((2S,4S)-4-fluoro-1-[[N-[4-[N-(4-methoxyphenyl)amino]carbonylbicyclo[2.2.2]oct-1-yl]amino]acetyl]pyrrolidine-2-carbonitrile). Yield: 49.6%. Reaction SMILES: [C:1]([C:4]12[CH2:11][CH2:10][C:7]([NH:12][CH2:13][C:14]([N:16]3[CH2:20][C@@H:19]([F:21])[CH2:18][C@H:17]3[C:22]#[N:23])=[O:15])([CH2:8][CH2:9]1)[CH2:6][CH2:5]2)(O)=[O:2].[CH3:24][O:25][C:26]1[CH:31]=[CH:30][C:29]([NH:32]C2C=CC=CC=2)=[CH:28][CH:27]=1>>[F:21][C@@H:19]1[CH2:20][N:16]([C:14](=[O:15])[CH2:13][NH:12][C:7]23[CH2:8][CH2:9][C:4]([C:1]([NH:32][C:29]4[CH:30]=[CH:31][C:26]([O:25][CH3:24])=[CH:27][CH:28]=4)=[O:2])([CH2:5][CH2:6]2)[CH2:11][CH2:10]3)[C@H:17]([C:22]#[N:23])[CH2:18]1. Procedure: In a similar manner to Example 51, (2S,4S)-1-[[N-(4-carboxybicyclo[2.2.2]oct-1-yl)amino]acetyl]-4-fluoropyrrolidine-2-carbonitrile (30.0 mg) and 4-methoxyphenylaniline (22.9 mg) were used to obtain (2S,4S)-4-fluoro-1-[[N-[4-[N-(4-methoxyphenyl)amino]carbonylbicyclo[2.2.2]oct-1-yl]amino]acetyl]pyrrolidine-2-carbonitrile (19.7 mg). The reactants are COC(=O)C(C(=O)OC)c1cc(NC(=O)OC(C)(C)C)c([N+](=O)[O-])cc1I, CS(C)=O, [Cl-], [Li+], O. Yields the product COC(=O)Cc1cc(NC(=O)OC(C)(C)C)c([N+](=O)[O-])cc1I. RXN SMILES: [CH3:1][O:2][C:3]([CH:4]([C:5]([O:6][CH3:7])=[O:8])[c:9]1[c:10]([I:26])[cH:11][c:12]([N+:23](=[O:24])[O-:25])[c:13]([NH:15][C:16](=[O:17])[O:18][C:19]([CH3:20])([CH3:21])[CH3:22])[cH:14]1)=[O:27].[CH3:31][S:32]([CH3:33])=[O:34].[Cl-:28].[Li+:29].[OH2:30]>>[CH3:1][O:2][C:3]([CH2:4][c:9]1[c:10]([I:26])[cH:11][c:12]([N+:23](=[O:24])[O-:25])[c:13]([NH:15][C:16](=[O:17])[O:18][C:19]([CH3:20])([CH3:21])[CH3:22])[cH:14]1)=[O:27]. Starting materials: C(C)(C)(C)OC(NC1(COC(OC1)(C)C)CCC1=CC(=C(C=C1)OCC1=CC(=CC=C1)OC1=CC=CC=C1)C(F)(F)F)=O ((2,2-dimethyl-5-{2-[4-(3-phenoxybenzyloxy)-3-trifluoromethylphenyl]ethyl}-1,3-dioxan-5-yl)carbamic acid t-butyl ester), Cl (hydrochloric acid). Solvent: C(C)O (ethanol). Reaction conditions: temperature 80 celsius, time 1.5 hour. Product: Cl.NC(CO)(CO)CCC1=CC(=C(C=C1)OCC1=CC(=CC=C1)OC1=CC=CC=C1)C(F)(F)F (2-amino-2-{2-[4-(3-phenoxybenzyloxy)-3-trifluoromethylphenyl]ethyl}propane-1,3-diol hydrochloride). Reaction SMILES: C(OC(=O)[NH:7][C:8]1([CH2:16][CH2:17][C:18]2[CH:23]=[CH:22][C:21]([O:24][CH2:25][C:26]3[CH:31]=[CH:30][CH:29]=[C:28]([O:32][C:33]4[CH:38]=[CH:37][CH:36]=[CH:35][CH:34]=4)[CH:27]=3)=[C:20]([C:39]([F:42])([F:41])[F:40])[CH:19]=2)[CH2:13][O:12]C(C)(C)[O:10][CH2:9]1)(C)(C)C.[ClH:44]>C(O)C>[ClH:44].[NH2:7][C:8]([CH2:16][CH2:17][C:18]1[CH:23]=[CH:22][C:21]([O:24][CH2:25][C:26]2[CH:31]=[CH:30][CH:29]=[C:28]([O:32][C:33]3[CH:34]=[CH:35][CH:36]=[CH:37][CH:38]=3)[CH:27]=2)=[C:20]([C:39]([F:40])([F:41])[F:42])[CH:19]=1)([CH2:9][OH:10])[CH2:13][OH:12] |f:3.4|. Procedure: Compound 7-1 (850 mg) was dissolved in ethanol (15 ml), concentrated hydrochloric acid (2 ml) was added, and the mixture was stirred at 80° C. for 1.5 hr. The reaction mixture was concentrated, and the residue was washed with diethyl ether to give the object product (603 mg) as a white powder. Reactants: CCc1nc(C2CCC(C(C)(C)C)CC2)n2nc(-c3ccc([N+](=O)[O-])cc3)[nH]c(=O)c12, [H][H], C1CCOC1, [Pd]. The product is CCc1nc(C2CCC(C(C)(C)C)CC2)n2nc(-c3ccc(N)cc3)[nH]c(=O)c12. As a reaction SMILES: [C:1]([CH3:2])([CH3:3])([CH3:4])[CH:5]1[CH2:6][CH2:7][CH:8]([c:11]2[n:12][c:13]([CH2:30][CH3:31])[c:14]3[c:15](=[O:29])[nH:16][c:17](-[c:20]4[cH:21][cH:22][c:23]([N+:26]([O-:27])=[O:28])[cH:24][cH:25]4)[n:18][n:19]23)[CH2:9][CH2:10]1.[H:32][H:33].[O:34]1[CH2:35][CH2:36][CH2:37][CH2:38]1.[Pd:39]>>[C:1]([CH3:2])([CH3:3])([CH3:4])[CH:5]1[CH2:6][CH2:7][CH:8]([c:11]2[n:12][c:13]([CH2:30][CH3:31])[c:14]3[c:15](=[O:29])[nH:16][c:17](-[c:20]4[cH:21][cH:22][c:23]([NH2:26])[cH:24][cH:25]4)[n:18][n:19]23)[CH2:9][CH2:10]1.